This data is from the Open Reaction Database (ORD), a public repository of structured organic reaction records. The task is: describe an organic reaction: reactants, conditions, products, and yield Starting materials: COC=1C=C(CN2[C@@H]3CCN([C@@H]3C2=O)C(=O)OCC2=CC=CC=C2)C=CC1OC (benzyl (1S,5R)-6-(3,4-dimethoxybenzyl)-7-oxo-2,6-diazabicyclo[3.2.0]heptane-2-carboxylate), C1=CC=CCC1 (cyclohexadiene). Reagents/catalysts: [Pd] (Pd/C). Product: COC=1C=C(CN2[C@@H]3CCN[C@@H]3C2=O)C=CC1OC ((1S,5R)-6-(3,4-Dimethoxybenzyl)-7-oxo-2,6-diazabicyclo[3.2.0]-heptane). Reaction SMILES: [CH3:1][O:2][C:3]1[CH:4]=[C:5]([CH:25]=[CH:26][C:27]=1[O:28][CH3:29])[CH2:6][N:7]1[C:13](=[O:14])[C@@H:12]2[C@H:8]1[CH2:9][CH2:10][N:11]2C(OCC1C=CC=CC=1)=O.C1CCC=CC=1>[Pd]>[CH3:1][O:2][C:3]1[CH:4]=[C:5]([CH:25]=[CH:26][C:27]=1[O:28][CH3:29])[CH2:6][N:7]1[C:13](=[O:14])[C@@H:12]2[C@H:8]1[CH2:9][CH2:10][NH:11]2. Reported procedure: This compound was prepared analogously to Example 2 from benzyl (1S,5R)-6-(3,4-dimethoxybenzyl)-7-oxo-2,6-diazabicyclo[3.2.0]heptane-2-carboxylate by treatment with Pd/C and cyclohexadiene. Reactants: C(C)OC=1C(=CSC1)C(=O)Cl (4-ethoxy-3-thiophenecarbonyl chloride), C(Cl)Cl (methylene chloride), C(Cl)Cl (methylene chloride), ClC=1C=CC(=C(N)C1)O (5-chloro-2-hydroxyaniline). Run in C(C)N(CC)CC (triethylamine). Conditions: time 8 hour. Yields the product ClC=1C=CC(=C(NC(=O)C2=CSC=C2OCC)C1)O (5'-chloro-4-ethoxy-2'-hydroxy-3-thiophenecarboxanilide). RXN SMILES: [CH2:1]([O:3][C:4]1[C:5]([C:9](Cl)=[O:10])=[CH:6][S:7][CH:8]=1)[CH3:2].C(Cl)Cl.[Cl:15][C:16]1[CH:17]=[CH:18][C:19]([OH:23])=[C:20]([CH:22]=1)[NH2:21]>C(N(CC)CC)C>[Cl:15][C:16]1[CH:17]=[CH:18][C:19]([OH:23])=[C:20]([CH:22]=1)[NH:21][C:9]([C:5]1[C:4]([O:3][CH2:1][CH3:2])=[CH:8][S:7][CH:6]=1)=[O:10]. Procedure: An 8.8 g. portion of 4-ethoxy-3-thiophenecarbonyl chloride is dissolved in 100 ml. of methylene chloride and added dropwise to a mixture of 6.6 g. of 5-chloro-2-hydroxyaniline in 100 ml. of methylene chloride and 6.5 ml. of triethylamine. This mixture is stirred at ambient temperature overnight, concentrated to 100 ml. and filtered. The filtrate is allowed to stand overnight and the precipitate which forms is collected, washed with water and dried in vacuo. This combined precipitate is recrystal... Starting materials: COC(=O)CBr, CC(C)C(=O)Nc1nc2nc[nH]c2c(=O)[nH]1, CO, [H-], [H][H], [Na+], O=C=O, CN(C)C=O. Product: COC(=O)Cn1cnc2c(=O)[nH]c(NC(=O)C(C)C)nc21. RXN SMILES: [Br:21][CH2:22][C:23](=[O:24])[O:25][CH3:26].[C:1]([CH:2]([CH3:3])[CH3:4])(=[O:5])[NH:6][c:7]1[nH:8][c:9](=[O:16])[c:10]2[nH:11][cH:12][n:13][c:14]2[n:15]1.[CH3:35][OH:36].[H-:17].[H:19][H:20].[Na+:18].[O:27]=[C:28]=[O:29].[O:30]=[CH:31][N:32]([CH3:33])[CH3:34]>>[C:1]([CH:2]([CH3:3])[CH3:4])(=[O:5])[NH:6][c:7]1[nH:8][c:9](=[O:16])[c:10]2[n:11][cH:12][n:13]([CH2:22][C:23](=[O:24])[O:25][CH3:26])[c:14]2[n:15]1.